Dataset: the Open Reaction Database (ORD), a public repository of structured organic reaction records. Task: describe an organic reaction: reactants, conditions, products, and yield Reactants: COC(=O)NCCOC(c1cc(Cl)ccc1C)C1CCCN(C(=O)NCC(CC2CCCOC2)N(C)C(=O)OC(C)(C)C)C1, ClCCl, O=C(O)C(F)(F)F. Product: CNC(CNC(=O)N1CCCC(C(OCCNC(=O)OC)c2cc(Cl)ccc2C)C1)CC1CCCOC1. RXN SMILES: [Cl:1][c:2]1[cH:3][cH:4][c:5]([CH3:44])[c:6]([CH:8]([O:9][CH2:10][CH2:11][NH:12][C:13]([O:14][CH3:15])=[O:16])[CH:17]2[CH2:18][N:19]([C:23]([NH:24][CH2:25][CH:26]([CH2:27][CH:28]3[CH2:29][O:30][CH2:31][CH2:32][CH2:33]3)[N:34]([CH3:35])[C:36]([O:37][C:38]([CH3:39])([CH3:40])[CH3:41])=[O:42])=[O:43])[CH2:20][CH2:21][CH2:22]2)[cH:7]1.[Cl:52][CH2:53][Cl:54].[F:45][C:46]([F:47])([F:48])[C:49]([OH:50])=[O:51]>>[Cl:1][c:2]1[cH:3][cH:4][c:5]([CH3:44])[c:6]([CH:8]([O:9][CH2:10][CH2:11][NH:12][C:13]([O:14][CH3:15])=[O:16])[CH:17]2[CH2:18][N:19]([C:23]([NH:24][CH2:25][CH:26]([CH2:27][CH:28]3[CH2:29][O:30][CH2:31][CH2:32][CH2:33]3)[NH:34][CH3:35])=[O:43])[CH2:20][CH2:21][CH2:22]2)[cH:7]1. Starting materials: O=C([O-])O, CCOC(C)=O, O=C(Cl)CCCCl, CC(C)CC(NC(=O)OC(C)(C)C)C(=O)NC1Cc2cccc(N)c2NC1=O, [Na+]. Product: CC(C)CC(NC(=O)OC(C)(C)C)C(=O)NC1Cc2cccc(NC(=O)CCCCl)c2NC1=O. RXN SMILES: [C:36](=[O:37])([OH:38])[O-:39].[CH3:41][CH2:42][O:43][C:44](=[O:45])[CH3:46].[Cl:29][CH2:30][CH2:31][CH2:32][C:33](=[O:34])[Cl:35].[NH2:1][c:2]1[cH:3][cH:4][cH:5][c:6]2[c:11]1[NH:10][C:9](=[O:12])[CH:8]([NH:13][C:14]([CH:15]([CH2:16][CH:17]([CH3:18])[CH3:19])[NH:20][C:21]([O:22][C:23]([CH3:24])([CH3:25])[CH3:26])=[O:27])=[O:28])[CH2:7]2.[Na+:40]>>[NH:1]([c:2]1[cH:3][cH:4][cH:5][c:6]2[c:11]1[NH:10][C:9](=[O:12])[CH:8]([NH:13][C:14]([CH:15]([CH2:16][CH:17]([CH3:18])[CH3:19])[NH:20][C:21]([O:22][C:23]([CH3:24])([CH3:25])[CH3:26])=[O:27])=[O:28])[CH2:7]2)[C:33]([CH2:32][CH2:31][CH2:30][Cl:29])=[O:34]. The reactants are Cn1nc(-c2c(F)cccc2Cl)nc1-c1ccc(CBr)c(Cl)c1, O=C([O-])[O-], CN(C)C=O, Oc1ccc(OC(F)(F)F)cc1, [K+], [K+], O. Yields the product Cn1nc(-c2c(F)cccc2Cl)nc1-c1ccc(COc2ccc(OC(F)(F)F)cc2)c(Cl)c1. Reaction SMILES: [Br:24][CH2:25][c:26]1[c:27]([Cl:46])[cH:28][c:29](-[c:32]2[n:33][c:34](-[c:38]3[c:39]([Cl:45])[cH:40][cH:41][cH:42][c:43]3[F:44])[n:35][n:36]2[CH3:37])[cH:30][cH:31]1.[C:18](=[O:19])([O-:20])[O-:21].[CH3:1][N:2]([CH3:3])[CH:4]=[O:5].[F:6][C:7]([O:8][c:9]1[cH:10][cH:11][c:12]([OH:15])[cH:13][cH:14]1)([F:16])[F:17].[K+:22].[K+:23].[OH2:47]>>[F:6][C:7]([O:8][c:9]1[cH:10][cH:11][c:12]([O:15][CH2:25][c:26]2[c:27]([Cl:46])[cH:28][c:29](-[c:32]3[n:33][c:34](-[c:38]4[c:39]([Cl:45])[cH:40][cH:41][cH:42][c:43]4[F:44])[n:35][n:36]3[CH3:37])[cH:30][cH:31]2)[cH:13][cH:14]1)([F:16])[F:17]. Reactants: C(CCCCCCCCCCCCC)(=O)O (myristic acid), FC(C(F)(F)F)(O)C(C(C(C(C(C(C(C(F)(F)F)(F)F)(F)F)(F)F)(F)F)(F)F)(F)F)(F)F (perfluorooctylethanol), C1(=CC=CC=C1)C (toluene), S(O)(O)(=O)=O (sulfuric acid). Run in C(C)#N (Acetonitrile), O (water). Yields the product C(CCCCCCCCCCCCC)(=O)OC(C(F)(F)F)(C(C(C(C(C(C(C(C(F)(F)F)(F)F)(F)F)(F)F)(F)F)(F)F)(F)F)(F)F)F (perfluorooctylethyl myristate). Isolated yield 73.1%. RXN SMILES: [C:1]([OH:16])(=[O:15])[CH2:2][CH2:3][CH2:4][CH2:5][CH2:6][CH2:7][CH2:8][CH2:9][CH2:10][CH2:11][CH2:12][CH2:13][CH3:14].[F:17][C:18]([C:24]([F:48])([F:47])[C:25]([F:46])([F:45])[C:26]([F:44])([F:43])[C:27]([F:42])([F:41])[C:28]([F:40])([F:39])[C:29]([F:38])([F:37])[C:30]([F:36])([F:35])[C:31]([F:34])([F:33])[F:32])(O)[C:19]([F:22])([F:21])[F:20].C1(C)C=CC=CC=1.S(=O)(=O)(O)O>C(#N)C.O>[C:1]([O:16][C:18]([F:17])([C:24]([F:47])([F:48])[C:25]([F:45])([F:46])[C:26]([F:43])([F:44])[C:27]([F:41])([F:42])[C:28]([F:39])([F:40])[C:29]([F:38])([F:37])[C:30]([F:36])([F:35])[C:31]([F:34])([F:33])[F:32])[C:19]([F:22])([F:21])[F:20])(=[O:15])[CH2:2][CH2:3][CH2:4][CH2:5][CH2:6][CH2:7][CH2:8][CH2:9][CH2:10][CH2:11][CH2:12][CH2:13][CH3:14]. Procedure: With 500 g of myristic acid were mixed 1,100 g of perfluorooctylethanol and 2,300 ml of toluene, and 20 g of concentrated sulfuric acid was slowly added with stirring. The resulting mixture was vigorously refluxed for about 2 hours and 30 minutes to carry out the reaction until water was removed azeotropically. After completion of the reaction, the reaction mixture was cooled and then treated with decoloring carbon. Acetonitrile was added with stirring and the resulting mixture was ice-cooled to... Product: CCOC(=O)C(Cc1ccc(OCCCOc2ccc(-c3ccccc3)cc2)c(C)c1)OC. RXN SMILES: [Br:18][CH2:19][CH2:20][CH2:21][O:22][c:23]1[cH:24][cH:25][c:26](-[c:29]2[cH:30][cH:31][cH:32][cH:33][cH:34]2)[cH:27][cH:28]1.[CH2:1]([CH3:2])[O:3][C:4]([CH:5]([CH2:6][c:7]1[cH:8][c:9]([CH3:14])[c:10]([OH:13])[cH:11][cH:12]1)[O:15][CH3:16])=[O:17]>>[CH2:1]([CH3:2])[O:3][C:4]([CH:5]([CH2:6][c:7]1[cH:8][c:9]([CH3:14])[c:10]([O:13][CH2:19][CH2:20][CH2:21][O:22][c:23]2[cH:24][cH:25][c:26](-[c:29]3[cH:30][cH:31][cH:32][cH:33][cH:34]3)[cH:27][cH:28]2)[cH:11][cH:12]1)[O:15][CH3:16])=[O:17]. The reactants are BrCCCOc1ccc(-c2ccccc2)cc1, CCOC(=O)C(Cc1ccc(O)c(C)c1)OC. Reactants: COC(C(=CC(N(C)CC1=CC(=C(C=C1)Cl)Cl)=O)O)=O ((3,4-Dichloro-benzyl-methyl-carbamoyl]-2-hydroxy-acrylic acid methyl ester), COC(C(=CC(N(C)CC1=CC(=C(C=C1)Cl)Cl)=O)O)=O ((3,4-Dichloro-benzyl-methyl-carbamoyl]-2-hydroxy-acrylic acid methyl ester), C=O (paraformaldehyde), CN1C=NC=C1C[C@@H](C(=O)O)NC(=O)CCN.[N+](=O)(O)[O-] (L-anserine nitrate), ClC=1C=C(CN(C(=O)C=2CN(C(C2O)=O)C)C)C=CC1Cl (4-Hydroxy-1-methyl-5-oxo-2,5-dihydro-1H-pyrrole-3-carboxylic acid (3,4-dichloro-benzyl)-methyl amide). Product: ClC=1C=C(CN(C(=O)C2=C(C(N(C2)C(C(C(=O)O)NC(CC)=O)C=2N(C=NC2)C)=O)O)C)C=CC1Cl (3-{4-[(3,4-Dichloro-benzyl)-methyl-carbamoyl]-3-hydroxy-2-oxo-2,5-dihydro-pyrrol-1-yl}-propionylamino-3-(3-methyl-3H-imidazol-4-yl)-propionic acid). Yield: 1.0%. RXN SMILES: COC(=O)C(O)=CC(=O)N(CC1C=CC(Cl)=C(Cl)C=1)C.C=O.[CH3:23][N:24]1[C:28]([CH2:29][C@H:30]([NH:34][C:35]([CH2:37][CH2:38]N)=[O:36])[C:31]([OH:33])=[O:32])=[CH:27][N:26]=[CH:25]1.[N+]([O-])(O)=O.[Cl:44][C:45]1[CH:46]=[C:47]([CH:61]=[CH:62][C:63]=1[Cl:64])[CH2:48][N:49]([CH3:60])[C:50]([C:52]1[CH2:53][N:54](C)[C:55](=[O:58])[C:56]=1[OH:57])=[O:51]>>[Cl:44][C:45]1[CH:46]=[C:47]([CH:61]=[CH:62][C:63]=1[Cl:64])[CH2:48][N:49]([CH3:60])[C:50]([C:52]1[CH2:53][N:54]([CH:29]([C:28]2[N:24]([CH3:23])[CH:25]=[N:26][CH:27]=2)[CH:30]([NH:34][C:35](=[O:36])[CH2:37][CH3:38])[C:31]([OH:33])=[O:32])[C:55](=[O:58])[C:56]=1[OH:57])=[O:51] |f:2.3|. Procedure details: 3-[(3,4-Dichloro-benzyl-methyl-carbamoyl]-2-hydroxy-acrylic acid methyl ester (Compound 12-B) was treated with paraformaldehyde and L-anserine nitrate as described in the preparation of Compound 12. The resulting residue was purified by chromatography (YMC Combiprep ODS-A, 30 mm×50 mm, MeOH/H2O/0.1% TFA) to yield the title compound as a white solid (3.3 mg, 1% yield). 1H NMR (500 MHz, CDCl3) δ: 8.56 (s, 1H), 7.36 (d, 1H, J=8.24) 7.29 (m, 1H), 7.20 (s, 1H), 7.04 (m, 1H), 4.69 (m, 1H), 4.52 (s, 2H... RXN SMILES: [F:1][C:2]1[CH:7]=[CH:6][C:5]([C:8]2[CH2:13][CH2:12][CH2:11][CH2:10][C:9]=2[C:14]2[CH:19]=[CH:18][N:17]=[C:16]([NH2:20])[CH:15]=2)=[CH:4][CH:3]=1.[H][H]>CO.[Pd]>[F:1][C:2]1[CH:3]=[CH:4][C:5]([C@H:8]2[CH2:13][CH2:12][CH2:11][CH2:10][C@H:9]2[C:14]2[CH:19]=[CH:18][N:17]=[C:16]([NH2:20])[CH:15]=2)=[CH:6][CH:7]=1. Procedure details: A solution of 4-[2-(4-Fluoro-phenyl)-cyclohex-1-enyl]-pyridin-2-ylamine (220 mg, 0.82 mmol, synthesis described in example 56) in methanol (10 mL) is passed through H-Cube® Continuous-flow Hydrogenation Reactor at 60° C. and under 60 psi hydrogen pressure. The 10% Pd/C cartridge is used and the reaction is run for 48 hours. The solvent is removed to give 120 mg of the desired product. Run at time 48 hour. Product: FC1=CC=C(C=C1)[C@@H]1[C@@H](CCCC1)C1=CC(=NC=C1)N (4-[cis-2-(4-Fluoro-phenyl)-cyclohexyl]-pyridin-2-ylamine). Reactants: FC1=CC=C(C=C1)C1=C(CCCC1)C1=CC(=NC=C1)N (4-[2-(4-Fluoro-phenyl)-cyclohex-1-enyl]-pyridin-2-ylamine), [H][H] (hydrogen). Run in CO (methanol). Reagents/catalysts: [Pd] (Pd/C). The yield is 54.1%.